From a dataset of the Open Reaction Database (ORD), a public repository of structured organic reaction records. describe an organic reaction: reactants, conditions, products, and yield The reactants are CCOC(=O)C(Cc1c[nH]c2c(Cl)cccc12)(NC=O)C(=O)OCC, CI, CS(C)=O, [K+], [OH-]. Product: CCOC(=O)C(Cc1cn(C)c2c(Cl)cccc12)(NC=O)C(=O)OCC. As a reaction SMILES: [CH2:3]([CH3:4])[O:5][C:6]([C:7]([C:8](=[O:9])[O:10][CH2:11][CH3:12])([NH:13][CH:14]=[O:15])[CH2:16][c:17]1[cH:18][nH:19][c:20]2[c:21]([Cl:26])[cH:22][cH:23][cH:24][c:25]12)=[O:27].[CH3:28][I:29].[CH3:30][S:31]([CH3:32])=[O:33].[K+:2].[OH-:1]>>[CH2:3]([CH3:4])[O:5][C:6]([C:7]([C:8](=[O:9])[O:10][CH2:11][CH3:12])([NH:13][CH:14]=[O:15])[CH2:16][c:17]1[cH:18][n:19]([CH3:28])[c:20]2[c:21]([Cl:26])[cH:22][cH:23][cH:24][c:25]12)=[O:27]. Reactants: ( 32 ), CC(C)([O-])C.[Na+] (sodium-t-butoxide), CSC1=CC(=CC=C1)SC (2,6-dimethylthiobenzene), C1(=CC=CC=C1)C (toluene). The reagents and catalysts are C=1C=CC(=CC1)/C=C/C(=O)/C=C/C2=CC=CC=C2.C=1C=CC(=CC1)/C=C/C(=O)/C=C/C2=CC=CC=C2.[Pd] (bis(dibenzylideneacetone)palladium), C1(CCCCC1)P([C-]1C(=CC=C1)CCP(C(C)(C)C)C(C)(C)C)C1CCCCC1.[CH-]1C=CC=C1.[Fe+2] (1-dicyclohexylphosphino-2-di-t-butylphosphinoethyl ferrocene). Yields the product C(C1=CC=CC=C1)(=O)C1=CC=CC=C1 (benzophenone). RXN SMILES: [CH3:1][C:2](C)([O-:4])[CH3:3].[Na+].CS[C:9]1[CH:14]=[CH:13][CH:12]=[C:11](SC)C=1.[C:17]1(C)[CH:22]=[CH:21]C=[CH:19][CH:18]=1>C1C=CC(/C=C/C(/C=C/C2C=CC=CC=2)=O)=CC=1.C1C=CC(/C=C/C(/C=C/C2C=CC=CC=2)=O)=CC=1.[Pd].C1(P(C2CCCCC2)[C-]2C=CC=C2CCP(C(C)(C)C)C(C)(C)C)CCCCC1.[CH-]1C=CC=C1.[Fe+2]>[C:2]([C:3]1[CH:11]=[CH:12][CH:13]=[CH:14][CH:9]=1)(=[O:4])[C:1]1[CH:21]=[CH:22][CH:17]=[CH:18][CH:19]=1 |f:0.1,4.5.6,7.8.9|. Reported procedure: The above compound of the formula (32), 13.7 g (142.8 mmol) of sodium-t-butoxide, 0.7 g (1.3 mmol) of bis(dibenzylideneacetone)palladium, 1.75 g (1.3 mmol) of 1-dicyclohexylphosphino-2-di-t-butylphosphinoethyl ferrocene and 17.9 g (129.8 mmol) of 2,6-dimethylthiobenzene were dissolved in 400 ml of toluene in an argon atmosphere and refluxed for 3 hours. After a reaction, the reaction solution was washed with water, the solvent was removed, and the obtained product was purified by column chromato...